Dataset: the Open Reaction Database (ORD), a public repository of structured organic reaction records. Task: describe an organic reaction: reactants, conditions, products, and yield Starting materials: OC1=C(C=C(C=C1[N+](=O)[O-])CCCCC(=O)O)OC (5-(4-Hydroxy-3-methoxy-5-nitrophenyl)pentanoic acid), Br (hydrobromic acid), [O-]S(=O)(=O)[O-].[Na+].[Na+] (Na2SO4). Run in C(C)(=O)O (acetic acid). Yields the product OC=1C=C(C=C(C1O)[N+](=O)[O-])CCCCC(=O)O (5-(3,4-Dihydroxy-5-nitrophenyl)pentanoic acid). As a reaction SMILES: [OH:1][C:2]1[C:7]([N+:8]([O-:10])=[O:9])=[CH:6][C:5]([CH2:11][CH2:12][CH2:13][CH2:14][C:15]([OH:17])=[O:16])=[CH:4][C:3]=1[O:18]C.Br.[O-]S([O-])(=O)=O.[Na+].[Na+]>C(O)(=O)C>[OH:18][C:3]1[CH:4]=[C:5]([CH2:11][CH2:12][CH2:13][CH2:14][C:15]([OH:17])=[O:16])[CH:6]=[C:7]([N+:8]([O-:10])=[O:9])[C:2]=1[OH:1] |f:2.3.4|. Reported procedure: The above product obtained in Example 23 was dissolved in a mixture containing 500 ml of acetic acid and 500 ml of 48% hydrobromic acid and refluxed for 4 h. 1 l of saturated Na2SO4 -solution was added to the reaction mixture and the solution was allowed to stand over night at 5° C. The product crystallized was filtered and washed with 50% acetic acid. This product was recrystallized from ethyl acetate. Yield 32 g (16%), m.p. 135°-138° C. Reactants: C(C)OC(=O)C=1SC2=C(C1)C=C(C=C2)NS(=O)(=O)C2=CC=C(C=C2)C(C)(C)C (5-(4-tert-Butylbenzenesulfonylamino)-1-benzothiophene-2-carboxylic acid ethyl ester), BrN1C(CCC1=O)=O (N-bromosuccinimide). Product: C(C)OC(=O)C=1SC2=C(C1Br)C=C(C=C2)NS(=O)(=O)C2=CC=C(C=C2)C(C)(C)C (3-Bromo-5-(4-tert-butylbenzenesulfonylamino)-1-benzothiophene-2-carboxylic acid ethyl ester). The yield is 94.0%. RXN SMILES: [CH2:1]([O:3][C:4]([C:6]1[S:7][C:8]2[CH:14]=[CH:13][C:12]([NH:15][S:16]([C:19]3[CH:24]=[CH:23][C:22]([C:25]([CH3:28])([CH3:27])[CH3:26])=[CH:21][CH:20]=3)(=[O:18])=[O:17])=[CH:11][C:9]=2[CH:10]=1)=[O:5])[CH3:2].[Br:29]N1C(=O)CCC1=O>>[CH2:1]([O:3][C:4]([C:6]1[S:7][C:8]2[CH:14]=[CH:13][C:12]([NH:15][S:16]([C:19]3[CH:20]=[CH:21][C:22]([C:25]([CH3:27])([CH3:26])[CH3:28])=[CH:23][CH:24]=3)(=[O:17])=[O:18])=[CH:11][C:9]=2[C:10]=1[Br:29])=[O:5])[CH3:2]. Procedure details: According to Step 4, after reaction of 5-(4-tert-Butylbenzenesulfonylamino)-1-benzothiophene-2-carboxylic acid ethyl ester (5.34 mg, 12.79 mmol) from Example 1b) with N-bromosuccinimide (2.30 g, 12.7 mmol) followed by chromatographic purification (silica gel, hexane/ethyl acetate (0-70% ethyl acetate)), the desired compound is obtained at 94% yield (5.98 g). Starting materials: Cl (hydrochloric acid), ( 0.35/1.0 ), ( 0.38/0.82 ), NC1=NC(=C2NC=NC2=N1)Cl (2-amino-6-chloropurine), BrCCC1OCOCC1 (4-bromoethyl-1,3-dioxane), C([O-])([O-])=O.[K+].[K+] (potassium carbonate), ( 0.19/0.55 ), ( 0.11/0.28 ). The solvent is C(C)O (ethanol), CN(C=O)C (dimethyl formamide). Run at time 7 day. The product is NC1=NC(=C2N=CN(C2=N1)CC1OCOCC1)Cl (4-(2-amino-6-chloropurin-9-yl)methyl-1,3-dioxane). As a reaction SMILES: [NH2:1][C:2]1[N:10]=[C:9]2[C:5]([NH:6][CH:7]=[N:8]2)=[C:4]([Cl:11])[N:3]=1.BrC[CH2:14][CH:15]1[CH2:20][CH2:19][O:18][CH2:17][O:16]1.C(=O)([O-])[O-].[K+].[K+].Cl>CN(C)C=O.C(O)C>[NH2:1][C:2]1[N:10]=[C:9]2[C:5]([N:6]=[CH:7][N:8]2[CH2:14][CH:15]2[CH2:20][CH2:19][O:18][CH2:17][O:16]2)=[C:4]([Cl:11])[N:3]=1 |f:2.3.4|. Procedure: Equimolar amounts of 2-amino-6-chloropurine, 4-bromoethyl-1,3-dioxane (prepared according to Price C. C. J. Amer. Chem. Soc. 1950, 72, 5335-6) and anhydrous potassium carbonate were mixed in dry dimethyl formamide. After stirring for seven days at room temperature the mixture was filtered and the filtrate evaporated at reduced pressure. The residue was triturated with hot ethanol and undissolved material filtered off. The filtrate was evaporated to dryness and a yellow crystalline solid was obta... Starting materials: N1C=NC(=C1)C=1C=CC(=NC1)Cl (5-(1H-imidazol-4-yl)-2-chloro-pyridine), C([O-])([O-])=O.[K+].[K+] (potassium carbonate), BrCCCCN1C(C=2C(C1=O)=CC=CC2)=O (N-(4-bromobutyl)phthalimide), ClC1=CC=C(C=N1)C=1N=CN(C1)CCCCN1C(C2=CC=CC=C2C1=O)=O (2-(4-[4-(6-chloro-pyridin-3-yl)-imidazol-1-yl]-butyl)-isoindole-1,3-dione). Reported procedure: 2-(4-[4-(6-chloro-pyridin-3-yl)-imidazol-1-yl]-butyl)-isoindole-1,3-dione. To a solution of 5-(1H-imidazol-4-yl)-2-chloro-pyridine (15.14 g, 84.1 mmoles) in DMF (336 ml) was added potassium carbonate (58.1 g, 420.6 mmoles) and N-(4-bromobutyl)phthalimide (59.3 g, 210.3 mmoles) at room temperature under dry conditions. The solution was left stirring at room temperature for 48 hours. The reaction was filtered and the resulting clear solution was dumped onto ice (1.5 L). The precipitate was filtere... RXN SMILES: ClC1N=CC(C2N=CN(CCCC[N:17]3[C:25](=[O:26])[C:24]4[C:19](=[CH:20][CH:21]=[CH:22][CH:23]=4)[C:18]3=[O:27])C=2)=CC=1.N1C=C(C2C=CC(Cl)=NC=2)N=C1.C(=O)([O-])[O-].[K+].[K+].BrCCCCN1C(=O)C2=CC=CC=C2C1=O>CN(C=O)C>[C:18]1(=[O:27])[C:19]2[C:24](=[CH:23][CH:22]=[CH:21][CH:20]=2)[C:25](=[O:26])[NH:17]1 |f:2.3.4|. The product is C1(NC(C2=CC=CC=C12)=O)=O (isoindole-1,3-dione). The yield is 78.0%. Solvent: CN(C)C=O (DMF). Conditions: time 48 hour. The reactants are ClC=1N=C(C2=C(N1)SC(=N2)CN2CC(C2)N2CCOCC2)N2CCOCC2 (5-chloro-7-morpholin-4-yl-2-(3-morpholin-4-yl-azetidin-1-ylmethyl)-thiazolo[5,4-d]pyrimidine), CC=1NC2=C(N1)C=CC=C2 (2-methylbenzimidazole), CC(C)C1=CC(=C(C(=C1)C(C)C)C2=C(C=CC=C2)P(C3CCCCC3)C4CCCCC4)C(C)C (Xphos), C(=O)([O-])[O-].[Cs+].[Cs+] (Cs2CO3). The reagents and catalysts are C=1C=CC(=CC1)/C=C/C(=O)/C=C/C2=CC=CC=C2.C=1C=CC(=CC1)/C=C/C(=O)/C=C/C2=CC=CC=C2.C=1C=CC(=CC1)/C=C/C(=O)/C=C/C2=CC=CC=C2.[Pd].[Pd] (tris(dibenzylideneacetone)dipalladium). The solvent is CN(C)C=O (DMF). Reaction conditions: temperature 145 celsius. Yields the product CC1=NC2=C(N1C=1N=C(C3=C(N1)SC(=N3)CN3CC(C3)C3CCOCC3)N3CCOCC3)C=CC=C2 (4-(5-(2-methyl-1H-benzo[d]imidazol-1-yl)-2-((3-(tetrahydro-2H-pyran-4-yl)azetidin-1-yl)methyl)thiazolo[5,4-d]pyrimidin-7-yl)morpholine). Yield: 464.8%. As a reaction SMILES: Cl[C:2]1[N:3]=[C:4]([N:22]2[CH2:27][CH2:26][O:25][CH2:24][CH2:23]2)[C:5]2[N:10]=[C:9]([CH2:11][N:12]3[CH2:15][CH:14](N4CCOCC4)[CH2:13]3)[S:8][C:6]=2[N:7]=1.[CH3:28][C:29]1[NH:30][C:31]2[CH:37]=[CH:36][CH:35]=[CH:34][C:32]=2[N:33]=1.[CH3:38][CH:39]([C:41]1C=C(C(C)C)C(C2C=CC=CC=2P(C2CCCCC2)C2CCCCC2)=[C:43](C(C)C)[CH:42]=1)C.C([O-])([O-])=[O:73].[Cs+].[Cs+]>CN(C=O)C.C1C=CC(/C=C/C(/C=C/C2C=CC=CC=2)=O)=CC=1.C1C=CC(/C=C/C(/C=C/C2C=CC=CC=2)=O)=CC=1.C1C=CC(/C=C/C(/C=C/C2C=CC=CC=2)=O)=CC=1.[Pd].[Pd]>[CH3:28][C:29]1[N:33]([C:2]2[N:3]=[C:4]([N:22]3[CH2:23][CH2:24][O:25][CH2:26][CH2:27]3)[C:5]3[N:10]=[C:9]([CH2:11][N:12]4[CH2:13][CH:14]([CH:41]5[CH2:42][CH2:43][O:73][CH2:38][CH2:39]5)[CH2:15]4)[S:8][C:6]=3[N:7]=2)[C:32]2[CH:34]=[CH:35][CH:36]=[CH:37][C:31]=2[N:30]=1 |f:3.4.5,7.8.9.10.11|. Procedure: A mixture of 5-chloro-7-morpholin-4-yl-2-(3-morpholin-4-yl-azetidin-1-ylmethyl)-thiazolo[5,4-d]pyrimidine (100 mg, 0.24 mmol), 2-methylbenzimidazole (32 mg, 0.24 mmol), tris(dibenzylideneacetone)dipalladium (11 mg, 0.01 mmol), Xphos (12 mg, 0.02 mmol) and Cs2CO3 (159 mg, 0.48 mmol) in DMF (2 mL) was purged with argon then heated at 145° C. for 30 min in a microwave reactor. The reaction mixture was dissolved in EtOAc and washed with H2O (×6), then dried (Na2SO4) and concentrated in vacuo. The re... Reactants: FC1=C(C=CC(=C1)F)[C@@]1(O[C@H]1C)CN1N=CN=C1 ((2R,3S)-2-(2,4-Difluorophenyl)-3-methyl-2-(1H-1,2,4-triazol-1-ylmethyl)oxirane), N1CC(CCC1)C1=NC=CC=C1 (2-piperidin-3-ylpyridine), O.O.O.Cl(=O)(=O)(=O)[O-].[Li+] (lithium perchlorate trihydrate). The solvent is C(C)#N (acetonitrile). Product: FC1=C(C=CC(=C1)F)[C@@](CN1N=CN=C1)([C@@H](C)N1CC(CCC1)C1=NC=CC=C1)O ((2R,3R)-2-(2,4-difluorophenyl)-3-(3-pyridin-2-ylpiperidin-1-yl)-1-(1,2,4-triazol-1-yl)butan-2-ol). The yield is 35.7%. RXN SMILES: [F:1][C:2]1[CH:7]=[C:6]([F:8])[CH:5]=[CH:4][C:3]=1[C@@:9]1([CH2:13][N:14]2[CH:18]=[N:17][CH:16]=[N:15]2)[C@H:11]([CH3:12])[O:10]1.[NH:19]1[CH2:24][CH2:23][CH2:22][CH:21]([C:25]2[CH:30]=[CH:29][CH:28]=[CH:27][N:26]=2)[CH2:20]1.O.O.O.Cl([O-])(=O)(=O)=O.[Li+]>C(#N)C>[F:1][C:2]1[CH:7]=[C:6]([F:8])[CH:5]=[CH:4][C:3]=1[C@:9]([OH:10])([C@H:11]([N:19]1[CH2:24][CH2:23][CH2:22][CH:21]([C:25]2[CH:30]=[CH:29][CH:28]=[CH:27][N:26]=2)[CH2:20]1)[CH3:12])[CH2:13][N:14]1[CH:18]=[N:17][CH:16]=[N:15]1 |f:2.3.4.5.6|. Procedure: (2R,3S)-2-(2,4-Difluorophenyl)-3-methyl-2-(1H-1,2,4-triazol-1-ylmethyl)oxirane (0.87 g, 3.5 mmol) and 2-piperidin-3-ylpyridine (2.80 g, 17.26 mmol) were dissolved in acetonitrile (50 ml), and lithium perchlorate trihydrate (1.50 g, 9.3 mmol) was added thereto and refluxed for 40 hours. The solvent was evaporated under a reduced pressure, and the thus obtained residue was dissolved in ethyl acetate and washed with water. The solvent was again evaporated under a reduced pressure, and the residue w... The reagents and catalysts are [Pd].[C] (Pd carbon). Reported procedure: The above 3-chloro-5-(chloromethyl)-4-methoxy-2-methylpyridine (550 mg) was dissolved in 10 ml of methanol, and 10% Pd carbon (50 mg) was then added to the solution. Normal-pressure contact hydrogenation was performed on the mixture under cooling on ice for 3 hours. Thereafter, the catalyst was removed by filtration, and methanol was then distilled away under reduced pressure. The residue was extracted with chloroform. The organic layer was washed with a saturated sodium bicarbonate solution, an... Run in CO (methanol). Isolated yield 79.7%. Reactants: ClC=1C(=NC=C(C1OC)CCl)C (3-chloro-5-(chloromethyl)-4-methoxy-2-methylpyridine). Reaction SMILES: [Cl:1][C:2]1[C:3]([CH3:12])=[N:4][CH:5]=[C:6]([CH2:10]Cl)[C:7]=1[O:8][CH3:9]>CO.[Pd].[C]>[Cl:1][C:2]1[C:3]([CH3:12])=[N:4][CH:5]=[C:6]([CH3:10])[C:7]=1[O:8][CH3:9] |f:2.3|. Yields the product ClC=1C(=NC=C(C1OC)C)C (3-Chloro-4-methoxy-2,5-dimethylpyridine).